From a dataset of the Open Reaction Database (ORD), a public repository of structured organic reaction records. describe an organic reaction: reactants, conditions, products, and yield Starting materials: NNC(=O)c1ccccc1, CCO, CCCCC(=O)c1ccncc1. The product is CCCCC(=NNC(=O)c1ccccc1)c1ccncc1. Reaction SMILES: [C:13]([c:14]1[cH:15][cH:16][cH:17][cH:18][cH:19]1)(=[O:20])[NH:21][NH2:22].[CH3:23][CH2:24][OH:25].[n:1]1[cH:2][cH:3][c:4]([C:7](=[O:8])[CH2:9][CH2:10][CH2:11][CH3:12])[cH:5][cH:6]1>>[n:1]1[cH:2][cH:3][c:4]([C:7]([CH2:9][CH2:10][CH2:11][CH3:12])=[N:22][NH:21][C:13]([c:14]2[cH:15][cH:16][cH:17][cH:18][cH:19]2)=[O:20])[cH:5][cH:6]1. Reactants: [O-]C#N.[K+] (potassium cyanate), saturated aqueous solution, C(O)([O-])=O.[Na+] (sodium hydrogen carbonate), [O-]C#N.[K+] (potassium cyanate), Cl (hydrochloric acid), C(C)(C)(C)OC(=O)NCCSC=1C=CC=2N(N1)C=CN2 (6-(2-tert-butoxycarbonylaminoethylthio)imidazo[1,2-b]pyridazine). Solvent: O (water), O (water), C(C)(=O)O (acetic acid). Reaction conditions: time 1.5 hour. Yields the product C(N)(=O)NCCSC=1C=CC=2N(N1)C=CN2 (6-(2-carbamoylaminoethylthio)imidazo[1,2-b]pyridazine). Yield: 87.8%. RXN SMILES: Cl.C([O:6][C:7]([NH:9][CH2:10][CH2:11][S:12][C:13]1[CH:14]=[CH:15][C:16]2[N:17]([CH:19]=[CH:20][N:21]=2)[N:18]=1)=O)(C)(C)C.[O-]C#[N:24].[K+].C(=O)([O-])O.[Na+]>O.C(O)(=O)C>[C:7]([NH:9][CH2:10][CH2:11][S:12][C:13]1[CH:14]=[CH:15][C:16]2[N:17]([CH:19]=[CH:20][N:21]=2)[N:18]=1)(=[O:6])[NH2:24] |f:2.3,4.5|. Procedure details: To 20 ml of 3 N-hydrochloric acid is added 2.94 g of 6-(2-tert-butoxycarbonylaminoethylthio)imidazo[1,2-b]pyridazine and the mixture is stirred at room temperature for 1.5 hours. Then, a solution of 4.06 g of potassium cyanate in 40 ml of water is added dropwise over 15 minutes with stirring at 35° C. and the mixture is further stirred at the same temperature for 1 hour and at 60° C. for 1 hour. To the reaction mixture are added 2.5 ml of acetic acid and 2.43 g of potassium cyanate and the mixtu... Reactants: C(=O)(O)C=1C=C(C=CC1)C1=CC=C(C=C1)CN1C(=NC(=C1CO)Cl)CCCC (1-[(3'-carboxybiphenyl-4-yl)methyl]-2-butyl-4-chloro-5-hydroxymethylimidazole), C[O-].[Na+] (sodium methoxide), CC(C(=O)OCCl)(C)C (chloromethyl trimethylacetate). Run in CN(C=O)C (dimethylformamide). Conditions: time 4 day. Product: CC(C(=O)OCOC(=O)C=1C=C(C=CC1)C1=CC=C(C=C1)CN1C(=NC(=C1CO)Cl)CCCC)(C)C (1-[(3'-Trimethylacetoxymethoxycarbonylbiphenyl-4-yl)methyl]-2-butyl-4-chloro-5-hydroxymethylimidazole). Isolated yield 90.0%. Reaction SMILES: [C:1]([C:4]1[CH:5]=[C:6]([C:10]2[CH:15]=[CH:14][C:13]([CH2:16][N:17]3[C:21]([CH2:22][OH:23])=[C:20]([Cl:24])[N:19]=[C:18]3[CH2:25][CH2:26][CH2:27][CH3:28])=[CH:12][CH:11]=2)[CH:7]=[CH:8][CH:9]=1)([OH:3])=[O:2].C[O-].[Na+].[CH3:32][C:33]([CH3:40])([CH3:39])[C:34]([O:36][CH2:37]Cl)=[O:35]>CN(C)C=O>[CH3:32][C:33]([CH3:40])([CH3:39])[C:34]([O:36][CH2:37][O:2][C:1]([C:4]1[CH:5]=[C:6]([C:10]2[CH:15]=[CH:14][C:13]([CH2:16][N:17]3[C:21]([CH2:22][OH:23])=[C:20]([Cl:24])[N:19]=[C:18]3[CH2:25][CH2:26][CH2:27][CH3:28])=[CH:12][CH:11]=2)[CH:7]=[CH:8][CH:9]=1)=[O:3])=[O:35] |f:1.2|. Reported procedure: To a solution of 1.25 g of 1-[(3'-carboxybiphenyl-4-yl)methyl]-2-butyl-4-chloro-5-hydroxymethylimidazole in 10 mL of dimethylformamide at 25° was added 0.17 g of sodium methoxide followed after 5 minutes by 0.45 g of chloromethyl trimethylacetate. The mixture was stirred at 25° for 4 days. The solvent was removed in vacuo and the residue was dissolved in ethyl acetate. This solution was washed with water and brine, dried over anhydrous sodium sulfate, filtered and concentrated. Column chromatogr... The reactants are COc1cc(N2CCC(N3CCN(C)CC3)CC2)ccc1N, COc1ccccc1-c1ccc2cnc(S(C)=O)nn12, COCCO, CCN(C(C)C)C(C)C. The product is COc1cc(N2CCC(N3CCN(C)CC3)CC2)ccc1Nc1ncc2ccc(-c3ccccc3OC)n2n1. As a reaction SMILES: [CH3:1][O:2][c:3]1[c:4]([NH2:22])[cH:5][cH:6][c:7]([N:9]2[CH2:10][CH2:11][CH:12]([N:15]3[CH2:16][CH2:17][N:18]([CH3:21])[CH2:19][CH2:20]3)[CH2:13][CH2:14]2)[cH:8]1.[CH3:23][S:24](=[O:25])[c:26]1[n:27][n:28]2[c:29]([cH:30][n:31]1)[cH:32][cH:33][c:34]2-[c:35]1[c:36]([O:41][CH3:42])[cH:37][cH:38][cH:39][cH:40]1.[CH3:52][O:53][CH2:54][CH2:55][OH:56].[CH:43]([N:44]([CH2:45][CH3:46])[CH:47]([CH3:48])[CH3:49])([CH3:50])[CH3:51]>>[CH3:1][O:2][c:3]1[c:4]([NH:22][c:26]2[n:27][n:28]3[c:29]([cH:30][n:31]2)[cH:32][cH:33][c:34]3-[c:35]2[c:36]([O:41][CH3:42])[cH:37][cH:38][cH:39][cH:40]2)[cH:5][cH:6][c:7]([N:9]2[CH2:10][CH2:11][CH:12]([N:15]3[CH2:16][CH2:17][N:18]([CH3:21])[CH2:19][CH2:20]3)[CH2:13][CH2:14]2)[cH:8]1.